Dataset: the Open Reaction Database (ORD), a public repository of structured organic reaction records. Task: describe an organic reaction: reactants, conditions, products, and yield Starting materials: FC1=C(C=CC(=C1)C(C(=O)O)=C)C1=CC=CC=C1 (2-(2-fluoro-4-biphenylyl)acrylic acid), CC(C1=CC=CC=C1)N ((-)-α-methylbenzylamine), CC(C)CCCCCOC(=O)C1=CC=CC=C1C(=O)OCCCCCC(C)C (DIOP). Solvent: C(C)O (ethanol), C1=CC=CC=C1 (benzene), C(C)O (ethanol). Conditions: time 15 minute. The product is FC1=C(C=CC(=C1)C(C(=O)O)C)C1=CC=CC=C1 (2-(2-fluoro-4-biphenylyl)propionic acid). As a reaction SMILES: CC(CCCCCOC(C1C(C(OCCCCCC(C)C)=O)=CC=CC=1)=O)C.CC(N)C1C=CC=CC=1.[F:38][C:39]1[CH:44]=[C:43]([C:45](=[CH2:49])[C:46]([OH:48])=[O:47])[CH:42]=[CH:41][C:40]=1[C:50]1[CH:55]=[CH:54][CH:53]=[CH:52][CH:51]=1>C1C=CC=CC=1.C(O)C>[F:38][C:39]1[CH:44]=[C:43]([CH:45]([CH3:49])[C:46]([OH:48])=[O:47])[CH:42]=[CH:41][C:40]=1[C:50]1[CH:51]=[CH:52][CH:53]=[CH:54][CH:55]=1. Reported procedure: DIOP (64.8 mg.) was added to a solution of DTDR (46 mg.) in benzene (9 ml.) under nitrogen and the mixture allowed to stand for 15 minutes. This complex was then added to a mixture, prepared by adding ethanol (16 ml.) followed by (-)-α-methylbenzylamine (24 mg.) in ethanol (2 ml.) to the product of Example 2 (0.5 g.), under hydrogen. The reaction mixture was stirred under hydrogen for 51/2 hours at room temperature and then kept under hydrogen overnight. The solution was concentrated under reduc... Starting materials: C([O-])(O)=O.[Na+] (sodium bicarbonate), C(C)(=O)O[BH-](OC(C)=O)OC(C)=O.[Na+] (sodium triacetoxyborohydride), C(C1=CC=C(C=C1)OC)=O (p-anisaldehyde), BrC1=NC=C(C=C1N)Cl (2-bromo-5-chloro-pyridin-3-ylamine), C(C1=CC=C(C=C1)OC)=O (p-anisaldehyde), C(C)(=O)O[BH-](OC(C)=O)OC(C)=O.[Na+] (sodium triacetoxyborohydride). Run in C(Cl)Cl (DCM), C(Cl)(Cl)Cl (chloroform), C(Cl)Cl (DCM). Run at time 8 hour. Yields the product BrC1=NC=C(C=C1NCC1=CC=C(C=C1)OC)Cl ((2-Bromo-5-chloro-pyridin-3-yl)-(4-methoxy-benzyl)-amine). The yield is 41.8%. RXN SMILES: [Br:1][C:2]1[C:7]([NH2:8])=[CH:6][C:5]([Cl:9])=[CH:4][N:3]=1.[CH:10](=O)[C:11]1[CH:16]=[CH:15][C:14]([O:17][CH3:18])=[CH:13][CH:12]=1.C(O[BH-](OC(=O)C)OC(=O)C)(=O)C.[Na+].C(=O)(O)[O-].[Na+]>C(Cl)Cl.C(Cl)(Cl)Cl>[Br:1][C:2]1[C:7]([NH:8][CH2:10][C:11]2[CH:16]=[CH:15][C:14]([O:17][CH3:18])=[CH:13][CH:12]=2)=[CH:6][C:5]([Cl:9])=[CH:4][N:3]=1 |f:2.3,4.5|. Procedure: 5.16 g (24.8 mmol) of 2-bromo-5-chloro-pyridin-3-ylamine, 7.09 g (52.1 mmol) of p-anisaldehyde and 13.1 g (62.0 mmol) of sodium triacetoxyborohydride were dissolved in 100 mL of DCM and stirred at r.t. overnight. The next day DCM was replaced with chloroform, 5 g excess of sodium triacetoxyborohydride and 3 g excess of p-anisaldehyde were added and the reaction was conducted at 65° C. for 3 h. The mixture was worked up with aqueous sodium bicarbonate and purified on silica followed by recrystall... The reactants are [Al+3], CC(C=Cc1ccc(C(=O)O)cc1)c1ccccc1, [H-], [H-], [H-], [H-], [Li+], [Na+], C1CCOC1, [OH-], O. Product: CC(C=Cc1ccc(CO)cc1)c1ccccc1. RXN SMILES: [Al+3:21].[C:1](=[O:2])([OH:3])[c:4]1[cH:5][cH:6][c:7]([CH:10]=[CH:11][CH:12]([CH3:13])[c:14]2[cH:15][cH:16][cH:17][cH:18][cH:19]2)[cH:8][cH:9]1.[H-:20].[H-:23].[H-:24].[H-:25].[Li+:22].[Na+:28].[O:29]1[CH2:30][CH2:31][CH2:32][CH2:33]1.[OH-:27].[OH2:26]>>[CH2:1]([OH:2])[c:4]1[cH:5][cH:6][c:7]([CH:10]=[CH:11][CH:12]([CH3:13])[c:14]2[cH:15][cH:16][cH:17][cH:18][cH:19]2)[cH:8][cH:9]1. The reactants are C([O-])([O-])=O.[K+].[K+] (potassium carbonate), CC=1C(=NN(N1)C1=CC=CC=C1)CO ((5-methyl-2-phenyl-1,2,3-triazol4-yl)methan-1-ol), O (water), S(=O)(Cl)Cl (thionyl chloride). The solvent is ClCCl (dichloromethane). Run at time 1 hour. Yields the product ClCC1=NN(N=C1C)C1=CC=CC=C1 (4-Chloromethyl-5-methyl-2-phenyl-1,2,3-triazol). Yield: 94.8%. RXN SMILES: [CH3:1][C:2]1[C:3]([CH2:13]O)=[N:4][N:5]([C:7]2[CH:12]=[CH:11][CH:10]=[CH:9][CH:8]=2)[N:6]=1.S(Cl)([Cl:17])=O.O.C(=O)([O-])[O-].[K+].[K+]>ClCCl>[Cl:17][CH2:13][C:3]1[C:2]([CH3:1])=[N:6][N:5]([C:7]2[CH:12]=[CH:11][CH:10]=[CH:9][CH:8]=2)[N:4]=1 |f:3.4.5|. Procedure details: 5.0 g of (5-methyl-2-phenyl-1,2,3-triazol4-yl)methan-1-ol was dissolved in 35 ml of dichloromethane, then 6.3 g of thionyl chloride was added dropwise thereto under cooling with ice. After stirring for 1 hour at room temperature, 100 ml of water was added. The resulting solution was made alkaline with 8 g of potassium carbonate, then extracted with chloroform. The organic phase was washed with water and a saturated salt solution, then dried over anhydrous sodium sulfate. After the solvent was di... Starting materials: CC1=CC=C(C=C1)C=1C(=CC=CC1)C(=O)OC(C)(C)C (tert-butyl 4′-methylbiphenyl-2-carboxylate), C1CC(=O)N(C1=O)Br (NBS), CC(C)(C#N)N=NC(C)(C)C#N (AIBN). Run in C(Cl)(Cl)(Cl)Cl (CCl4). Reaction conditions: temperature 100 celsius. Yields the product BrCC1=CC=C(C=C1)C=1C(=CC=CC1)C(=O)OC(C)(C)C (tert-butyl 4′-(bromomethyl)biphenyl-2-carboxylate). RXN SMILES: [CH3:1][C:2]1[CH:7]=[CH:6][C:5]([C:8]2[C:9]([C:14]([O:16][C:17]([CH3:20])([CH3:19])[CH3:18])=[O:15])=[CH:10][CH:11]=[CH:12][CH:13]=2)=[CH:4][CH:3]=1.C1C(=O)N([Br:28])C(=O)C1.CC(N=NC(C#N)(C)C)(C#N)C>C(Cl)(Cl)(Cl)Cl>[Br:28][CH2:1][C:2]1[CH:7]=[CH:6][C:5]([C:8]2[C:9]([C:14]([O:16][C:17]([CH3:20])([CH3:19])[CH3:18])=[O:15])=[CH:10][CH:11]=[CH:12][CH:13]=2)=[CH:4][CH:3]=1. Procedure details: To a 500 mL round-bottom flask was added tert-butyl 4′-methylbiphenyl-2-carboxylate (7.04 g, 26.23 mmol), NBS (5.14 g, 28.85 mmol), AIBN (0.43 g, 2.62 mmol) and CCl4 (200 mL). The reaction mixture was refluxed for 2 h at 100° C. The completion of the reaction was monitored by analytical HPLC. The reaction mixture was allowed to cool to room temperature and filtered. The filtrate was concentrated to obtain the crude product which was purified by flash chromatography (AcOEt/Hexane 0→30%) to obtain... The reactants are C=C, CO, CN(C)S(=O)(=O)Cl, NC(N)=O. The product is CN(C)S(=O)(=O)N1CCNC1=O. As a reaction SMILES: [CH2:5]=[CH2:6].[CH3:14][OH:15].[CH3:7][N:8]([S:9](=[O:10])(=[O:11])[Cl:12])[CH3:13].[NH2:1][C:2](=[O:3])[NH2:4]>>[N:1]1([S:9]([N:8]([CH3:7])[CH3:13])(=[O:10])=[O:11])[C:2](=[O:3])[NH:4][CH2:5][CH2:6]1. The reactants are N1(C=NC=C1)C1=CC=C(C=C1)O (4-(imidazol-1-yl)phenol), ClC=1C=CC(=C(C1)N(C(OC(C)(C)C)=O)C)[N+](=O)[O-] (t-butyl N-(5-chloro-2-nitrophenyl)-N-methylcarbamate), [H-].[Na+] (sodium hydride). Solvent: CN(C=O)C (N,N-dimethylformamide). The product is N1(C=NC=C1)C1=CC=C(OC=2C=CC(=C(C2)N(C(OC(C)(C)C)=O)C)[N+](=O)[O-])C=C1 (t-Butyl N-{5-[4-(imidazol-1-yl)phenoxy]-2-nitrophenyl}-N-methylcarbamate). Yield: 83.8%. As a reaction SMILES: [N:1]1([C:6]2[CH:11]=[CH:10][C:9]([OH:12])=[CH:8][CH:7]=2)[CH:5]=[CH:4][N:3]=[CH:2]1.Cl[C:14]1[CH:15]=[CH:16][C:17]([N+:29]([O-:31])=[O:30])=[C:18]([N:20]([CH3:28])[C:21](=[O:27])[O:22][C:23]([CH3:26])([CH3:25])[CH3:24])[CH:19]=1.[H-].[Na+]>CN(C)C=O>[N:1]1([C:6]2[CH:11]=[CH:10][C:9]([O:12][C:14]3[CH:15]=[CH:16][C:17]([N+:29]([O-:31])=[O:30])=[C:18]([N:20]([CH3:28])[C:21](=[O:27])[O:22][C:23]([CH3:24])([CH3:25])[CH3:26])[CH:19]=3)=[CH:8][CH:7]=2)[CH:5]=[CH:4][N:3]=[CH:2]1 |f:2.3|. Procedure: In a similar manner to that described in Reference Example 6, a reaction was carried out using 4-(imidazol-1-yl)phenol (4.1 g), t-butyl N-(5-chloro-2-nitrophenyl)-N-methylcarbamate (7.85 g), sodium hydride (55 wt. %, 1.25 g) and anhydrous N,N-dimethylformamide (45 ml) and the reaction mixture was purified to give the title compound (8.8 g).